Dataset: the Open Reaction Database (ORD), a public repository of structured organic reaction records. Task: describe an organic reaction: reactants, conditions, products, and yield Reactants: [Li]C(C)(C)C, [Cl-], [Cl-], Clc1ccc(-c2ccccc2)nc1, Cl, CCOC(=O)c1ccc(I)cc1, C1CCOC1, [Zn+2]. Product: CCOC(=O)c1ccc(-c2nc(-c3ccccc3)ccc2Cl)cc1. Reaction SMILES: [C:14]([Li:15])([CH3:16])([CH3:17])[CH3:18].[Cl-:37].[Cl-:39].[Cl:1][c:2]1[cH:3][cH:4][c:5](-[c:8]2[cH:9][cH:10][cH:11][cH:12][cH:13]2)[n:6][cH:7]1.[ClH:31].[I:19][c:20]1[cH:21][cH:22][c:23]([C:24](=[O:25])[O:26][CH2:27][CH3:28])[cH:29][cH:30]1.[O:32]1[CH2:33][CH2:34][CH2:35][CH2:36]1.[Zn+2:38]>>[Cl:1][c:2]1[cH:3][cH:4][c:5](-[c:8]2[cH:9][cH:10][cH:11][cH:12][cH:13]2)[n:6][c:7]1-[c:20]1[cH:21][cH:22][c:23]([C:24](=[O:25])[O:26][CH2:27][CH3:28])[cH:29][cH:30]1. Starting materials: ClC1=C(C(=CC=C1)Cl)C1CC(C=2C(=CC=NC2C1)C)=O (7-(2,6-dichlorophenyl)-4-methyl-5,6,7,8-tetrahydroquinolin-5-one), C1(=CC=C(C=C1)S(=O)(=O)O)C.NNC(=N)NO (1-amino-3-hydroxyguanidine p-toluenesulfonate), Cl (hydrochloric acid). Solvent: C(C)O (ethanol). Run at temperature 90 celsius, time 1.5 hour. Yields the product Cl.ClC1=C(C(=CC=C1)Cl)C1CC(C=2C(=CC=NC2C1)C)=NNC(NO)=N (7-(2,6-dichlorophenyl)-5-(1-hydroxyguanidin-3-yl)imino-4-methyl-5,6,7,8-tetrahydroquinoline hydrochloride). As a reaction SMILES: [Cl:1][C:2]1[CH:7]=[CH:6][CH:5]=[C:4]([Cl:8])[C:3]=1[CH:9]1[CH2:18][C:17]2[N:16]=[CH:15][CH:14]=[C:13]([CH3:19])[C:12]=2[C:11](=O)[CH2:10]1.C1(C)C=CC(S(O)(=O)=O)=CC=1.[NH2:32][NH:33][C:34]([NH:36][OH:37])=[NH:35].Cl>C(O)C>[ClH:1].[Cl:1][C:2]1[CH:7]=[CH:6][CH:5]=[C:4]([Cl:8])[C:3]=1[CH:9]1[CH2:18][C:17]2[N:16]=[CH:15][CH:14]=[C:13]([CH3:19])[C:12]=2[C:11](=[N:32][NH:33][C:34](=[NH:35])[NH:36][OH:37])[CH2:10]1 |f:1.2,5.6|. Reported procedure: A mixture of 7-(2,6-dichlorophenyl)-4-methyl-5,6,7,8-tetrahydroquinolin-5-one (153 mg), 1-amino-3-hydroxyguanidine p-toluenesulfonate (262 mg) and concentrated hydrochloric acid (0.1 ml) in ethanol (3 ml) was stirred at 90° C. (bath temperature) for 1.5 hours. The reaction solution was concentrated under reduced pressure, and to the residue were added ethyl acetate (30 ml), tetrahydrofuran (20 ml) and 0.2 N sodium hydroxide (15 ml). The mixture was shaken, and the separated upper layer was washe...